Task: describe an organic reaction: reactants, conditions, products, and yield. Dataset: the Open Reaction Database (ORD), a public repository of structured organic reaction records Product: O=C(c1ccc(F)cc1)N(Cc1cc(-c2ccc3c(c2)nnn3C(c2ccccc2)(c2ccccc2)c2ccccc2)ccc1F)C1CCN(C2CC2)CC1. As a reaction SMILES: [C:1]([BH3-:2])#[N:3].[CH2:56]([O:57][C:59]1([O:58][Si:62]([CH3:63])([CH3:64])[CH3:65])[CH2:60][CH2:61]1)[CH3:66].[CH3:67][C:68](=[O:69])[OH:70].[CH3:71][OH:72].[F:4][c:5]1[cH:6][cH:7][c:8]([C:9](=[O:10])[N:11]([CH:12]2[CH2:13][CH2:14][NH:15][CH2:16][CH2:17]2)[CH2:18][c:19]2[c:20]([F:53])[cH:21][cH:22][c:23](-[c:25]3[cH:26][c:27]4[c:28]([n:29]([C:32]([c:33]5[cH:34][cH:35][cH:36][cH:37][cH:38]5)([c:39]5[cH:40][cH:41][cH:42][cH:43][cH:44]5)[c:45]5[cH:46][cH:47][cH:48][cH:49][cH:50]5)[n:30][n:31]4)[cH:51][cH:52]3)[cH:24]2)[cH:54][cH:55]1>>[F:4][c:5]1[cH:6][cH:7][c:8]([C:9](=[O:10])[N:11]([CH:12]2[CH2:13][CH2:14][N:15]([CH:59]3[CH2:60][CH2:61]3)[CH2:16][CH2:17]2)[CH2:18][c:19]2[c:20]([F:53])[cH:21][cH:22][c:23](-[c:25]3[cH:26][c:27]4[c:28]([n:29]([C:32]([c:33]5[cH:34][cH:35][cH:36][cH:37][cH:38]5)([c:39]5[cH:40][cH:41][cH:42][cH:43][cH:44]5)[c:45]5[cH:46][cH:47][cH:48][cH:49][cH:50]5)[n:30][n:31]4)[cH:51][cH:52]3)[cH:24]2)[cH:54][cH:55]1. The reactants are [BH3-]C#N, CCOC1(O[Si](C)(C)C)CC1, CC(=O)O, CO, O=C(c1ccc(F)cc1)N(Cc1cc(-c2ccc3c(c2)nnn3C(c2ccccc2)(c2ccccc2)c2ccccc2)ccc1F)C1CCNCC1. The reactants are C1(CCCCC1)N=C=NC1CCCCC1 (dicyclohexylcarbodiimide), CC1([C@@H]([C@@H]1C#CC(=O)OC1CCCC1)C(=O)O)C ((1R,cis)2,2-dimethyl-3-[2-cyclopentyloxycarbonyl-ethynyl]-cyclopropane-carboxylic acid), C(#N)[C@H](C1=CC(=CC=C1)OC1=CC=CC=C1)O ((S)α-cyano-3-phenoxy-benzyl alcohol). Reagents/catalysts: CN(C1=CC=NC=C1)C (4-dimethylaminopyridine). The solvent is C(Cl)Cl (methylene chloride), C(Cl)Cl (methylene chloride). Conditions: temperature 0 celsius, time 3 hour. The product is CC1([C@@H]([C@@H]1C#CC(=O)OC1CCCC1)C(=O)O[C@@H](C1=CC(=CC=C1)OC1=CC=CC=C1)C#N)C ((S)α-cyano-3-phenoxybenzyl(1R,cis)2,2-dimethyl-3-[2-(cyclopentyloxycarbonyl)ethynyl]-cyclopropane-carboxylate). The yield is 68.4%. Reaction SMILES: C1(N=C=NC2CCCCC2)CCCCC1.[CH3:16][C:17]1([CH3:33])[C@@H:19]([C:20]#[C:21][C:22]([O:24][CH:25]2[CH2:29][CH2:28][CH2:27][CH2:26]2)=[O:23])[C@H:18]1[C:30]([OH:32])=[O:31].[C:34]([C@@H:36](O)[C:37]1[CH:42]=[CH:41][CH:40]=[C:39]([O:43][C:44]2[CH:49]=[CH:48][CH:47]=[CH:46][CH:45]=2)[CH:38]=1)#[N:35]>CN(C)C1C=CN=CC=1.C(Cl)Cl>[CH3:16][C:17]1([CH3:33])[C@@H:19]([C:20]#[C:21][C:22]([O:24][CH:25]2[CH2:26][CH2:27][CH2:28][CH2:29]2)=[O:23])[C@H:18]1[C:30]([O:32][C@H:36]([C:34]#[N:35])[C:37]1[CH:42]=[CH:41][CH:40]=[C:39]([O:43][C:44]2[CH:45]=[CH:46][CH:47]=[CH:48][CH:49]=2)[CH:38]=1)=[O:31]. Reported procedure: 2.96 g of dicyclohexylcarbodiimide were added at 0° C. to a stirred mixture of 3.6 g of the product of Step B, 30 ml of methylene chloride and 30 mg of 4-dimethylaminopyridine followed by the addition of a solution of 3.3 g of (S)α-cyano-3-phenoxy-benzyl alcohol in 10 ml of methylene chloride. The mixture was stirred at 0° C. for 5 minutes and at 20°-25° C. for 3 hours and was filtered. The filtrate was evaporated to dryness under reduced pressure and the residue was chromatographed over silica ...